The task is: describe an organic reaction: reactants, conditions, products, and yield. This data is from the Open Reaction Database (ORD), a public repository of structured organic reaction records. Reactants: NN1C=C(C(C2=CC=C(N=C12)C)=O)C(=O)OCC (ethyl 1-amino-1,4-dihydro-7-methyl-4-oxo-1,8-naphthyridine-3-carboxylate), ice water, C(C)(=O)O (acetic acid). The solvent is C(=O)O (formic acid), C(=O)O (Formic acid). Product: C(=O)NN1C=C(C(C2=CC=C(N=C12)C)=O)C(=O)OCC (ethyl 1-(formylamino)-1,4-dihydro-7-methyl-4-oxo-1,8-naphthyridine-3-carboxylate). Reaction SMILES: [C:1](O)(=[O:3])C.[NH2:5][N:6]1[C:15]2[C:10](=[CH:11][CH:12]=[C:13]([CH3:16])[N:14]=2)[C:9](=[O:17])[C:8]([C:18]([O:20][CH2:21][CH3:22])=[O:19])=[CH:7]1>C(O)=O>[CH:1]([NH:5][N:6]1[C:15]2[C:10](=[CH:11][CH:12]=[C:13]([CH3:16])[N:14]=2)[C:9](=[O:17])[C:8]([C:18]([O:20][CH2:21][CH3:22])=[O:19])=[CH:7]1)=[O:3]. Reported procedure: Formic acid (13 ml, 0.33 m) was added to 31.2 ml (0.33 m) of acetic acid stirred in an ice bath. The mixture was stirred 15 minutes at 0° C. and 15 minutes at 55° C. It was then recooled to 0° C. and 8.1 g (0.033 m) of ethyl 1-amino-1,4-dihydro-7-methyl-4-oxo-1,8-naphthyridine-3-carboxylate was added. An additional 9.2 ml of formic acid was then added, and the reaction mixture was stirred one hour at 0° C. and two hours at room temperature. The reaction mixture was poured into ice-water, and the... Reactants: CS(C)=O, Oc1cc(CCNc2ncnc3c(F)ccc(F)c23)ccc1Oc1cc(C(F)(F)F)ccn1, CCCI, [K+], [K+], O=C([O-])[O-], O. Product: CCCOc1cc(CCNc2ncnc3c(F)ccc(F)c23)ccc1Oc1cc(C(F)(F)F)ccn1. As a reaction SMILES: [CH3:45][S:46]([CH3:47])=[O:48].[F:1][c:2]1[c:3]2[c:4]([NH:13][CH2:14][CH2:15][c:16]3[cH:17][cH:18][c:19]([O:23][c:24]4[n:25][cH:26][cH:27][c:28]([C:30]([F:31])([F:32])[F:33])[cH:29]4)[c:20]([OH:22])[cH:21]3)[n:5][cH:6][n:7][c:8]2[c:9]([F:12])[cH:10][cH:11]1.[I:34][CH2:35][CH2:36][CH3:37].[K+:38].[K+:39].[O-:40][C:41]([O-:42])=[O:43].[OH2:44]>>[F:1][c:2]1[c:3]2[c:4]([NH:13][CH2:14][CH2:15][c:16]3[cH:17][cH:18][c:19]([O:23][c:24]4[n:25][cH:26][cH:27][c:28]([C:30]([F:31])([F:32])[F:33])[cH:29]4)[c:20]([O:22][CH2:35][CH2:36][CH3:37])[cH:21]3)[n:5][cH:6][n:7][c:8]2[c:9]([F:12])[cH:10][cH:11]1. Reactants: OCCCCCCCCC(F)(F)C(F)(F)F, O, Cc1ccc(S(=O)(=O)Cl)cc1, c1ccncc1. Yields the product Cc1ccc(S(=O)(=O)OCCCCCCCCC(F)(F)C(F)(F)F)cc1. As a reaction SMILES: [F:1][C:2]([CH2:3][CH2:4][CH2:5][CH2:6][CH2:7][CH2:8][CH2:9][CH2:10][OH:11])([C:12]([F:13])([F:14])[F:15])[F:16].[OH2:34].[c:23]1([CH3:33])[cH:24][cH:25][c:26]([S:29](=[O:30])(=[O:31])[Cl:32])[cH:27][cH:28]1.[cH:17]1[cH:18][cH:19][n:20][cH:21][cH:22]1>>[F:1][C:2]([CH2:3][CH2:4][CH2:5][CH2:6][CH2:7][CH2:8][CH2:9][CH2:10][O:11][S:29]([c:26]1[cH:25][cH:24][c:23]([CH3:33])[cH:28][cH:27]1)(=[O:30])=[O:31])([C:12]([F:13])([F:14])[F:15])[F:16]. Reactants: [Al+3], CCOC(=O)CCC1COC(C)(C)O1, [H-], [H-], [H-], [H-], [Li+], C1CCOC1. Yields the product CC1(C)OCC(CCCO)O1. RXN SMILES: [Al+3:2].[CH3:7][C:8]1([CH3:20])[O:9][CH2:10][CH:11]([CH2:13][CH2:14][C:15](=[O:16])[O:17][CH2:18][CH3:19])[O:12]1.[H-:1].[H-:4].[H-:5].[H-:6].[Li+:3].[O:21]1[CH2:22][CH2:23][CH2:24][CH2:25]1>>[CH3:7][C:8]1([CH3:20])[O:9][CH2:10][CH:11]([CH2:13][CH2:14][CH2:15][OH:16])[O:12]1. The reactants are C1=CC=C(C=C1)S(=O)(=O)OCCC=1C=C2C(CCOC2=CC1)=O (6-(2-p-Benzenesulfonyloxyethyl)-2,3-dihydro-4H-chromen-4-one), P(=O)(O)([O-])[O-].[K+].[K+] (dipotassium hydrogen phosphate), CN1C(CCCC1)=O (N-methyl-2-piperidone), C1(=CC=CC=C1)S(=O)(=O)O (benzenesulfonic acid), Cl.BrC1=C(C=C(CC2CCNCC2)C=C1)OCCOC (4-[4-Bromo-3-(2-methoxyethoxy)benzyl]piperidine hydrochloride), [OH-].[K+] (potassium hydroxide). The solvent is C1(=CC=CC=C1)C (toluene), CC(=O)C (acetone), C(C)(=O)OCCCC (n-butyl acetate), CC(=O)C (acetone), C(C)(=O)OCCCC (n-butyl acetate), C1(=CC=CC=C1)C (toluene), O1CCCC1 (tetrahydrofuran), O (water). Reaction conditions: temperature 115 celsius, time 6 hour. Yields the product C1(=CC=CC=C1)S(=O)(=O)O.BrC1=C(C=C(CC2CCN(CC2)CCC=2C=C3C(CCOC3=CC2)=O)C=C1)OCCOC (6-(2-{4-[4-Bromo-3-(2-methoxyethoxy)benzyl]piperidin-1-yl}ethyl)-2,3-dihydro-4H-chromen-4-one benzenesulfonate). The yield is 88.7%. As a reaction SMILES: Cl.[Br:2][C:3]1[CH:15]=[CH:14][C:6]([CH2:7][CH:8]2[CH2:13][CH2:12][NH:11][CH2:10][CH2:9]2)=[CH:5][C:4]=1[O:16][CH2:17][CH2:18][O:19][CH3:20].[OH-].[K+].[CH:23]1[CH:28]=[CH:27][C:26]([S:29]([O:32][CH2:33][CH2:34][C:35]2[CH:36]=[C:37]3[C:42](=[CH:43][CH:44]=2)[O:41][CH2:40][CH2:39][C:38]3=[O:45])(=[O:31])=[O:30])=[CH:25][CH:24]=1.P([O-])([O-])(O)=O.[K+].[K+].CN1CCCCC1=O.C1(S(O)(=O)=O)C=CC=CC=1>CC(C)=O.C(OCCCC)(=O)C.C1(C)C=CC=CC=1.O1CCCC1.O>[C:26]1([S:29]([OH:32])(=[O:31])=[O:30])[CH:27]=[CH:28][CH:23]=[CH:24][CH:25]=1.[Br:2][C:3]1[CH:15]=[CH:14][C:6]([CH2:7][CH:8]2[CH2:9][CH2:10][N:11]([CH2:33][CH2:34][C:35]3[CH:36]=[C:37]4[C:42](=[CH:43][CH:44]=3)[O:41][CH2:40][CH2:39][C:38]4=[O:45])[CH2:12][CH2:13]2)=[CH:5][C:4]=1[O:16][CH2:17][CH2:18][O:19][CH3:20] |f:0.1,2.3,5.6.7,15.16|. Procedure details: 4-[4-Bromo-3-(2-methoxyethoxy)benzyl]piperidine hydrochloride (2.0 g, 5.48 mmol) was added to an aqueous potassium hydroxide solution (prepared from potassium hydroxide [0.43 g, 6.58 mmol] and water [10 ml]), followed by extraction with toluene (10 ml×2). All the organic layers were combined, and the solvent was distilled off under reduced pressure. 6-(2-p-Benzenesulfonyloxyethyl)-2,3-dihydro-4H-chromen-4-one (1.91 g, 5.76 mmol), dipotassium hydrogen phosphate (2.87 g, 16.5 mmol), N-methyl-2-pip... Reactants: CSc1nsc(NC(=O)N(C)C)c1C#N, OO. Product: CN(C)C(=O)Nc1snc(S(C)=O)c1C#N. Reaction SMILES: [CH3:1][N:2]([C:3](=[O:4])[NH:5][c:6]1[c:7]([C:13]#[N:14])[c:8]([S:11][CH3:12])[n:9][s:10]1)[CH3:15].[OH:16][OH:17]>>[CH3:1][N:2]([C:3](=[O:4])[NH:5][c:6]1[c:7]([C:13]#[N:14])[c:8]([S:11]([CH3:12])=[O:16])[n:9][s:10]1)[CH3:15].